From a dataset of the Open Reaction Database (ORD), a public repository of structured organic reaction records. describe an organic reaction: reactants, conditions, products, and yield Starting materials: C([O-])([O-])=O.[K+].[K+] (Potassium carbonate), C(C)(=O)OCC1=NC(=C(C=C1)C)C#N ((6-cyano-5-methyl-2-pyridinyl)methyl acetate). Run in CO (methanol). Conditions: time 2 hour. The product is OCC1=CC=C(C(=N1)C#N)C (6-(Hydroxymethyl)-3-methyl-2-pyridinecarbonitrile). The yield is 80.1%. RXN SMILES: C(=O)([O-])[O-].[K+].[K+].C([O:10][CH2:11][C:12]1[CH:17]=[CH:16][C:15]([CH3:18])=[C:14]([C:19]#[N:20])[N:13]=1)(=O)C>CO>[OH:10][CH2:11][C:12]1[N:13]=[C:14]([C:19]#[N:20])[C:15]([CH3:18])=[CH:16][CH:17]=1 |f:0.1.2|. Procedure: Potassium carbonate (82 mg) was added to a solution of (6-cyano-5-methyl-2-pyridinyl)methyl acetate (3.62 g) in methanol (25 ml) and the mixture stirred under argon at ambient temperature for 2 hours. It was concentrated in vacuo to ca. ¼ volume and water (50 ml) added. The mixture was neutralized with 5% acetic acid (1.5 ml) and extracted with dichloromethane (50 ml then 2×25 ml). The combined extracts were washed with brine (25 ml), dried (MgSO4) and concentrated in vacuo. The residue was recr...